Dataset: the Open Reaction Database (ORD), a public repository of structured organic reaction records. Task: describe an organic reaction: reactants, conditions, products, and yield Reactants: N#CN (cyanamide), N(=C=S)C1=CC=C(C=C1)N1CCN(CC1)C (1-(4-isothiocyanatophenyl)-4-methylpiperazine), O1COC2=C1C=CC(=C2)C(CBr)=O (1-(1,3-Benzodioxol-5-yl)-2-bromoethanone). Product: NC=1N=C(SC1C(=O)C1=CC2=C(OCO2)C=C1)NC1=CC=C(C=C1)N1CCN(CC1)C ([4-Amino-2-[[4-(4-methyl-1-piperazi nyl)phenyl]amino]-5-thiazolyl](1,3-benzodioxol-5-yl)methanone). Yield: 75.0%. As a reaction SMILES: [N:1]#[C:2][NH2:3].[N:4]([C:7]1[CH:12]=[CH:11][C:10]([N:13]2[CH2:18][CH2:17][N:16]([CH3:19])[CH2:15][CH2:14]2)=[CH:9][CH:8]=1)=[C:5]=[S:6].[O:20]1[C:24]2[CH:25]=[CH:26][C:27]([C:29](=[O:32])[CH2:30]Br)=[CH:28][C:23]=2[O:22][CH2:21]1>>[NH2:1][C:2]1[N:3]=[C:5]([NH:4][C:7]2[CH:8]=[CH:9][C:10]([N:13]3[CH2:14][CH2:15][N:16]([CH3:19])[CH2:17][CH2:18]3)=[CH:11][CH:12]=2)[S:6][C:30]=1[C:29]([C:27]1[CH:26]=[CH:25][C:24]2[O:20][CH2:21][O:22][C:23]=2[CH:28]=1)=[O:32]. Procedure: This compound was prepared in 75% yield from cyanamide (Aldrich), 1-(4-isothiocyanatophenyl)-4-methylpiperazine (of Example 1), and 1-(1,3-benzodioxol-5-yl)-2-bromoethanone (of Example 11) following the procedure used to in Example 24. The reactants are C[C@H]1CC[C@]2([C@H]([C@]1(C)CC3=CC(=O)C=CC3=O)CCC=C2C)C (Avarone). Solvent: C(Cl)(Cl)Cl (chloroform). The product is C[C@H]1CC[C@]2([C@H]([C@]1(C)CC=3C=C(C=CC3O)O)CCC=C2C)C (Avarol). As a reaction SMILES: [CH3:1][C@@H:2]1[C@:7]([CH2:9][C:10]2[C:16](=[O:17])[CH:15]=[CH:14][C:12](=[O:13])[CH:11]=2)([CH3:8])[C@@H:6]2[CH2:18][CH2:19][CH:20]=[C:21]([CH3:22])[C@@:5]2([CH3:23])[CH2:4][CH2:3]1>C(Cl)(Cl)Cl>[CH3:1][C@@H:2]1[C@:7]([CH2:9][C:10]2[CH:11]=[C:12]([OH:13])[CH:14]=[CH:15][C:16]=2[OH:17])([CH3:8])[C@@H:6]2[CH2:18][CH2:19][CH:20]=[C:21]([CH3:22])[C@@:5]2([CH3:23])[CH2:4][CH2:3]1. Reported procedure: Whitish crystals; m.p. 146°-148° C. (chloroform); other characteristics same as for Avarone. The reactants are BrC1CCCCC1 (bromocyclohexane), [N+](=O)([O-])C1=C(C=CC=C1)O (o-nitrophenol). The product is C1(CCCCC1)OC1=C(C=CC=C1)[N+](=O)[O-] (2-cyclohexoxynitrobenzene). Reaction SMILES: Br[CH:2]1[CH2:7][CH2:6][CH2:5][CH2:4][CH2:3]1.[N+:8]([C:11]1[CH:16]=[CH:15][CH:14]=[CH:13][C:12]=1[OH:17])([O-:10])=[O:9]>>[CH:2]1([O:17][C:12]2[CH:13]=[CH:14][CH:15]=[CH:16][C:11]=2[N+:8]([O-:10])=[O:9])[CH2:7][CH2:6][CH2:5][CH2:4][CH2:3]1. Procedure details: In a similar manner as in Example 1, bromocyclohexane was reacted with o-nitrophenol to yield 2-cyclohexoxynitrobenzene; which was reduced to the corresponding aniline; then reacted with N-methylolpyrrolidone to form the corresponding N-methylenepyrrolidonyl derivative; which was acylated with chloroacetyl chloride to form the desired product.